Task: describe an organic reaction: reactants, conditions, products, and yield. Dataset: the Open Reaction Database (ORD), a public repository of structured organic reaction records Starting materials: CC(C)(C)OC(=O)CSc1nc(-c2cccnc2)c[nH]1, O=C(O)C(F)(F)F. The product is O=C(O)C(F)(F)F, O=C(O)CSc1nc(-c2cccnc2)c[nH]1. Reaction SMILES: [C:1]([CH3:2])([CH3:3])([CH3:4])[O:5][C:6]([CH2:7][S:8][c:9]1[nH:10][cH:11][c:12](-[c:14]2[cH:15][n:16][cH:17][cH:18][cH:19]2)[n:13]1)=[O:20].[F:21][C:22]([C:23](=[O:24])[OH:25])([F:26])[F:27]>>[F:21][C:22]([C:23](=[O:24])[OH:25])([F:26])[F:27].[O:5]=[C:6]([CH2:7][S:8][c:9]1[nH:10][cH:11][c:12](-[c:14]2[cH:15][n:16][cH:17][cH:18][cH:19]2)[n:13]1)[OH:20]. The reactants are NC1=CC2=C(N3C(=N2)C[C@@H]([C@H](C3)NC(OC(C)(C)C)=O)C3=C(C=C(C(=C3)F)F)F)C=C1 (tert-Butyl [(2R,3R)-7-Amino-3-(2,4,5-trifluorophenyl)-1,2,3,4-tetrahydropyrido[1,2-a]benzimidazol-2-yl]carbamate), N1=CC=CC=C1 (pyridine), CS(=O)(=O)Cl (methanesulfonyl chloride). The solvent is C(Cl)Cl (methylene chloride). Conditions: time 16 hour. The product is CS(=O)(=O)NC1=CC2=C(N3C(=N2)C[C@@H]([C@H](C3)NC(OC(C)(C)C)=O)C3=C(C=C(C(=C3)F)F)F)C=C1 (tert-Butyl [(2R,3R)-7-[(methylsulfonyl)amino]-3-(2,4,5-trifluorophenyl)-1,2,3,4-tetrahydropyrido[1,2-a]benzimidazol-2-yl]carbamate). RXN SMILES: [NH2:1][C:2]1[CH:31]=[CH:30][C:5]2[N:6]3[CH2:12][C@H:11]([NH:13][C:14](=[O:20])[O:15][C:16]([CH3:19])([CH3:18])[CH3:17])[C@@H:10]([C:21]4[CH:26]=[C:25]([F:27])[C:24]([F:28])=[CH:23][C:22]=4[F:29])[CH2:9][C:7]3=[N:8][C:4]=2[CH:3]=1.N1C=CC=CC=1.[CH3:38][S:39](Cl)(=[O:41])=[O:40]>C(Cl)Cl>[CH3:38][S:39]([NH:1][C:2]1[CH:31]=[CH:30][C:5]2[N:6]3[CH2:12][C@H:11]([NH:13][C:14](=[O:20])[O:15][C:16]([CH3:19])([CH3:18])[CH3:17])[C@@H:10]([C:21]4[CH:26]=[C:25]([F:27])[C:24]([F:28])=[CH:23][C:22]=4[F:29])[CH2:9][C:7]3=[N:8][C:4]=2[CH:3]=1)(=[O:41])=[O:40]. Procedure: To 50 mg (0.12 mmol) of the product from Step B in 2 mL of methylene chloride was added 0.047 mL (0.58 mmol) of pyridine followed by 0.019 mL (0.24 mmol) of methanesulfonyl chloride. The reaction mixture was stirred for 16 h, concentrated in vacuo, and the residue purified by reverse phase HPLC (YMC Pro-C18 column, gradient elution, 0% to 65% acetonitrile/water with 0.1% TFA) to afford the title compound as a white foam. LC/MS 511.0 (M+1). Reactants: ClN1C(CCC1=O)=O (N-chlorosuccinimide), CC=1N=C(SC1C)N1CCC(CC1)C(=O)OCC (ethyl 1-(4,5-dimethyl-1,3-thiazol-2-yl)piperidine-4-carboxylate), C(O)([O-])=O.[Na+] (sodium hydrogen carbonate). Solvent: C(C)#N (acetonitrile). Run at temperature 0 celsius, time 2 hour. Product: ClCC=1N=C(SC1C)N1CCC(CC1)C(=O)OCC (ethyl 1-(4-chloromethyl-5-methyl-1,3-thiazol-2-yl)piperidine-4-carboxylate). The yield is 26.3%. As a reaction SMILES: [CH3:1][C:2]1[N:3]=[C:4]([N:8]2[CH2:13][CH2:12][CH:11]([C:14]([O:16][CH2:17][CH3:18])=[O:15])[CH2:10][CH2:9]2)[S:5][C:6]=1[CH3:7].[Cl:19]N1C(=O)CCC1=O.C(=O)([O-])O.[Na+]>C(#N)C>[Cl:19][CH2:1][C:2]1[N:3]=[C:4]([N:8]2[CH2:13][CH2:12][CH:11]([C:14]([O:16][CH2:17][CH3:18])=[O:15])[CH2:10][CH2:9]2)[S:5][C:6]=1[CH3:7] |f:2.3|. Reported procedure: To a mixture of ethyl 1-(4,5-dimethyl-1,3-thiazol-2-yl)piperidine-4-carboxylate (6.51 g), acetonitrile (100 mL) was added N-chlorosuccinimide (3.24 g) at 0° C. The reaction mixture was stirred at 0° C. for 2 hrs. Saturated aqueous sodium hydrogen carbonate was added to the reaction mixture, and the mixture was extracted with ethyl acetate. The organic layer was washed with saturated brine, dried over anhydrous magnesium sulfate and concentrated. The residue was subjected to silica gel column chr... The product is C=CCCC(C(=O)O)N(C)C(=O)OC(C)(C)C. Reactants: C=CCCC(NC(=O)OC(C)(C)C)C(=O)O, C=CCC(NC(=O)C(C)CCCC)C(=O)O. RXN SMILES: [C:1]([CH3:2])([CH3:3])([CH3:4])[O:5][C:6](=[O:7])[NH:8][CH:9]([C:10](=[O:11])[OH:12])[CH2:13][CH2:14][CH:15]=[CH2:16].[CH3:17][CH:18]([CH2:19][CH2:20][CH2:21][CH3:22])[C:23]([NH:24][CH:25]([CH2:26][CH:27]=[CH2:28])[C:29]([OH:30])=[O:31])=[O:32]>>[C:1]([CH3:2])([CH3:3])([CH3:4])[O:5][C:6](=[O:7])[N:8]([CH:9]([C:10](=[O:11])[OH:12])[CH2:13][CH2:14][CH:15]=[CH2:16])[CH3:17]. Starting materials: CN1C(N(C(C=C1C(F)(F)F)=O)C=1C=CC2=C(C(=NS2)CC(=O)OC)C1)=O (methyl 5-[3,6-dihydro-3-methyl-2,6-dioxo-4-(trifluoromethyl)-1(2H)-pyrimidinyl]-1,2-benzisothiazole-3-acetate), BrN1C(CCC1=O)=O (N-bromosuccinimide), ClCC(Cl)(Cl)Cl (tetrachloroethane). Reagents/catalysts: C(C1=CC=CC=C1)(=O)OOC(C1=CC=CC=C1)=O (benzoyl peroxide). Reaction conditions: time 2.5 hour. The product is CN1C(N(C(C=C1C(F)(F)F)=O)C=1C=CC2=C(C(=NS2)C(C(=O)OC)Br)C1)=O (Methyl 5-[3,6-dihydro-3-methyl-2,6-dioxo-4-(trifluoromethyl)-1(2H)-pyrimidinyl]-α-bromo-1,2-benzisothiazole-3-acetate). Isolated yield 89.9%. Reaction SMILES: [CH3:1][N:2]1[C:7]([C:8]([F:11])([F:10])[F:9])=[CH:6][C:5](=[O:12])[N:4]([C:13]2[CH:14]=[CH:15][C:16]3[S:20][N:19]=[C:18]([CH2:21][C:22]([O:24][CH3:25])=[O:23])[C:17]=3[CH:26]=2)[C:3]1=[O:27].[Br:28]N1C(=O)CCC1=O.ClCC(Cl)(Cl)Cl>C(OOC(=O)C1C=CC=CC=1)(=O)C1C=CC=CC=1>[CH3:1][N:2]1[C:7]([C:8]([F:10])([F:11])[F:9])=[CH:6][C:5](=[O:12])[N:4]([C:13]2[CH:14]=[CH:15][C:16]3[S:20][N:19]=[C:18]([CH:21]([Br:28])[C:22]([O:24][CH3:25])=[O:23])[C:17]=3[CH:26]=2)[C:3]1=[O:27]. Procedure: A mixture of methyl 5-[3,6-dihydro-3-methyl-2,6-dioxo-4-(trifluoromethyl)-1(2H)-pyrimidinyl]-1,2-benzisothiazole-3-acetate (0.400 g, 0.00100 mol), N-bromosuccinimide (0.370 g, 0.00210 mol), benzoyl peroxide (0.0100 g) and tetrachloroethane is stirred 2.5 hours at reflux, cooled to room temperature, and chromatographed on silica gel with methylene chloride to afford the title compound as an off-white solid (0.430 g, 90.0%, mp 84-87° C.) which is identified by NMR spectral analysis. Reactants: N (NH3), S(O)(O)(=O)=O (sulfuric acid), nitrogen oxides, ammonium salt, N (ammonia), [O-]S(=O)[O-] (sulfuric anhydride), N (NH3). Product: S(=O)(=O)(O)[O-].[NH4+] (ammonium hydrogen sulfate), S(=O)(=O)([O-])[O-].[NH4+].[NH4+] (ammonium sulfate). RXN SMILES: [NH3:1].[O-:2][S:3]([O-:5])=[O:4].[S:6](=[O:10])(=[O:9])([OH:8])[OH:7]>>[S:6]([O-:10])([OH:9])(=[O:8])=[O:7].[NH4+:1].[S:3]([O-:7])([O-:5])(=[O:2])=[O:4].[NH4+:1].[NH4+:1] |f:3.4,5.6.7|. Procedure details: Thus, in the present invention, the molar ratio of ammonia to sulfuric anhydride in the down flow gases after the reaction zone for the reduction of nitrogen oxides, i.e. at the inlet of the air preheater, is controlled within the range of O<NH3 /SO3 <2, preferably O<NH3 /SO3 <1.5, by which the ammonium salt of sulfuric acid is therein produced predominantly in the form of ammonium hydrogen sulfate (but not ammonium sulfate). Besides, the concentration of steam in the gases at the inlet of the a... Reactants: Cc1cc(C)[nH]n1, O=C(Nc1ccc(Cl)c(-c2ccccn2)c1)c1ccc(Cl)nc1, [H-], [Na+], CN(C)C=O. Product: Cc1cc(C)n(-c2ccc(C(=O)Nc3ccc(Cl)c(-c4ccccn4)c3)cn2)n1. As a reaction SMILES: [CH3:3][c:4]1[n:5][nH:6][c:7]([CH3:9])[cH:8]1.[Cl:10][c:11]1[n:12][cH:13][c:14]([C:15](=[O:16])[NH:17][c:18]2[cH:19][c:20](-[c:25]3[n:26][cH:27][cH:28][cH:29][cH:30]3)[c:21]([Cl:24])[cH:22][cH:23]2)[cH:31][cH:32]1.[H-:1].[Na+:2].[O:33]=[CH:34][N:35]([CH3:36])[CH3:37]>>[CH3:3][c:4]1[n:5](-[c:11]2[n:12][cH:13][c:14]([C:15](=[O:16])[NH:17][c:18]3[cH:19][c:20](-[c:25]4[n:26][cH:27][cH:28][cH:29][cH:30]4)[c:21]([Cl:24])[cH:22][cH:23]3)[cH:31][cH:32]2)[n:6][c:7]([CH3:9])[cH:8]1. Reactants: FC1=C(C=C(C=C1)I)F (1,2-difluoro-4-iodo-benzene), COC(C1=CC(=CC=C1)CN(C(C#CC1=CC=CC=C1)=O)C1=CC=CC=C1)=O (3-{[phenyl-(3-phenyl propynoyl)-amino]-methyl}-benzoic acid methyl ester). Product: COC(C1=CC(=CC=C1)CN1C(/C(/C2=CC=CC=C12)=C(\C1=CC=CC=C1)/C1=CC(=C(C=C1)F)F)=O)=O (3-{3-[1-(3,4-Difluoro-phenyl)-1-phenyl-meth-(E)-ylidene]-2-oxo-2,3-dihydro-indol-1-ylmethyl}-benzoic acid methyl ester). RXN SMILES: [F:1][C:2]1[CH:7]=[CH:6][C:5](I)=[CH:4][C:3]=1[F:9].[CH3:10][O:11][C:12](=[O:37])[C:13]1[CH:18]=[CH:17][CH:16]=[C:15]([CH2:19][N:20]([C:31]2[CH:36]=[CH:35][CH:34]=[CH:33][CH:32]=2)[C:21](=[O:30])[C:22]#[C:23][C:24]2[CH:29]=[CH:28][CH:27]=[CH:26][CH:25]=2)[CH:14]=1>>[CH3:10][O:11][C:12](=[O:37])[C:13]1[CH:18]=[CH:17][CH:16]=[C:15]([CH2:19][N:20]2[C:31]3[C:36](=[CH:35][CH:34]=[CH:33][CH:32]=3)/[C:22](=[C:23](\[C:5]3[CH:6]=[CH:7][C:2]([F:1])=[C:3]([F:9])[CH:4]=3)/[C:24]3[CH:25]=[CH:26][CH:27]=[CH:28][CH:29]=3)/[C:21]2=[O:30])[CH:14]=1. Procedure: The title compound was prepared in analogy to Example 5 starting from 1,2-difluoro-4-iodo-benzene (commercially available) and 3-{[phenyl-(3-phenyl propynoyl)-amino]-methyl}-benzoic acid methyl ester. 1H NMR (300 Hz, CDCl3): δppm 3.90 (s, 3H), 4.96 (s, 2H), 6.58 (d, 1H), 6.70 (m, 2H), 7.07-7.32 (m, 4H), 7.34-7.43 (m, 6H), 7.50 (d, 1H), 7.94 (d, 1H), 8.02 (s, 1H). The reactants are C(C)(C)C1=C(C(=CC(=C1)C(C)C)C(C)C)S(=O)(=O)NN=C(CCN(C)C)C1=CC=CC=C1 (β-dimethylaminopropiophenone 2,4,6-triisopropylbenzenesulphonylhydrazone), powder, C=1(C(=CC=CC1)C=O)C (o-tolualdehyde). Product: C1(CCCCC1)C(C(=CCN(C)C)C1=CC=CC=C1)O (1-cyclohexyl-4-dimethylamino-2-phenyl-2-buten-1-ol). Yield: 85.4%. RXN SMILES: C(C1C=C(C(C)C)C=C(C(C)C)C=1S(NN=[C:21]([C:27]1[CH:32]=[CH:31][CH:30]=[CH:29][CH:28]=1)[CH2:22][CH2:23][N:24]([CH3:26])[CH3:25])(=O)=O)(C)C.[C:33]1(C)[C:34]([CH:39]=[O:40])=[CH:35][CH:36]=[CH:37][CH:38]=1>>[CH:34]1([CH:39]([OH:40])[C:21]([C:27]2[CH:28]=[CH:29][CH:30]=[CH:31][CH:32]=2)=[CH:22][CH2:23][N:24]([CH3:25])[CH3:26])[CH2:35][CH2:36][CH2:37][CH2:38][CH2:33]1. Procedure details: By using a method similar to that described in Example 22, but starting from β-dimethylaminopropiophenone 2,4,6-triisopropylbenzenesulphonylhydrazone (20 g) and from o-tolualdehyde (5.78 g), 4-dimethylamino-1-(2-methylphenyl)-2-phenyl-2-buten-1-ol (Z) hydrochloride (10.2 g) is obtained in the form of a white powder melting at 204° C. after recrystallisation from ethanol (100 cc).